This data is from the Open Reaction Database (ORD), a public repository of structured organic reaction records. The task is: describe an organic reaction: reactants, conditions, products, and yield Reactants: BrC1=C(C=CC(=C1)C)N(C(=O)OC(C)(C)C)C(=O)OC(C)(C)C (di-tert-butyl (2-bromo-4-methylphenyl)imidodicarbonate), BrC1=C(C=CC(=C1)C)N(C(=O)OC(C)(C)C)C(=O)OC(C)(C)C (di-tert-butyl (2-bromo-4-methylphenyl)imidodicarbonate), C1CC(=O)N(C1=O)Br (NBS), N(=NC(C#N)(C)C)C(C#N)(C)C (2,2′-Azo-bis-isobutyronitrile). The solvent is FC(C1=CC=CC=C1)(F)F (α,α,α-trifluorotoluene). The product is BrC1=C(C=CC(=C1)CBr)N(C(=O)OC(C)(C)C)C(=O)OC(C)(C)C (Di-tert-butyl [2-bromo-4-(bromomethyl)phenyl]imidodicarbonate). Reaction SMILES: [Br:1][C:2]1[CH:7]=[C:6]([CH3:8])[CH:5]=[CH:4][C:3]=1[N:9]([C:17]([O:19][C:20]([CH3:23])([CH3:22])[CH3:21])=[O:18])[C:10]([O:12][C:13]([CH3:16])([CH3:15])[CH3:14])=[O:11].C1C(=O)N([Br:31])C(=O)C1.N(C(C)(C)C#N)=NC(C)(C)C#N>FC(F)(F)C1C=CC=CC=1>[Br:1][C:2]1[CH:7]=[C:6]([CH2:8][Br:31])[CH:5]=[CH:4][C:3]=1[N:9]([C:17]([O:19][C:20]([CH3:23])([CH3:22])[CH3:21])=[O:18])[C:10]([O:12][C:13]([CH3:16])([CH3:14])[CH3:15])=[O:11]. Procedure: A solution of di-tert-butyl (2-bromo-4-methylphenyl)imidodicarbonate (Compound 108C, 5.0 g, 13 mmol), NBS (2.56 g, 14.2 mmol) and 2,2′-Azo-bis-isobutyronitrile (0.217 g, 1.29 mmol) in α,α,α-trifluorotoluene (16 mL) was heated at 80° C. under an atmosphere of nitrogen for 3 h. Solvent was removed in vacuo and the residue was partitioned between EtOAc and water and separated. The aqueous was extracted with EtOAc (3×) and the combined organic fractions were washed with brine, dried over sodium sulf... The reactants are OC1=C(C(=O)OC)C=CC(=C1CCC)O (methyl 2,4-dihydroxy-3-propylbenzoate), C(C1=CC=CC=C1)Br (benzyl bromide), C([O-])([O-])=O.[K+].[K+] (potassium carbonate). Solvent: CC(CC)=O (2-butanone). Yields the product OC1=C(C(=O)OC)C=CC(=C1CCC)OCC1=CC=CC=C1 (methyl 2-hydroxy-3-propyl-4-benzyloxybenzoate). As a reaction SMILES: [OH:1][C:2]1[C:11]([CH2:12][CH2:13][CH3:14])=[C:10]([OH:15])[CH:9]=[CH:8][C:3]=1[C:4]([O:6][CH3:7])=[O:5].[CH2:16](Br)[C:17]1[CH:22]=[CH:21][CH:20]=[CH:19][CH:18]=1.C(=O)([O-])[O-].[K+].[K+]>CC(=O)CC>[OH:1][C:2]1[C:11]([CH2:12][CH2:13][CH3:14])=[C:10]([O:15][CH2:16][C:17]2[CH:22]=[CH:21][CH:20]=[CH:19][CH:18]=2)[CH:9]=[CH:8][C:3]=1[C:4]([O:6][CH3:7])=[O:5] |f:2.3.4|. Procedure details: A solution of methyl 2,4-dihydroxy-3-propylbenzoate (3.00 grams) in 2-butanone (30 mL) was treated with benzyl bromide (1.70 mL) and potassium carbonate (1.972 grams). The mixture was refluxed for 4 hours. The reaction mixture was partitioned between isopropyl acetate and pH 4 buffer. The organic was washed once with water, then dried over magnesium sulfate. The organic was filtered and evaporated to an oil which was chromatographed over silica gel to afford the title compound.